From a dataset of the Open Reaction Database (ORD), a public repository of structured organic reaction records. describe an organic reaction: reactants, conditions, products, and yield Reactants: COc1c(C(=O)NC2CCN(C(=O)COC(C)=O)CC2)n(C)c2c1c(=O)n(Cc1ccccc1Cl)c1ccccc21, O=C([O-])[O-], O=C([O-])O, C1CCOC1, [K+], [K+], [Na+]. Yields the product COc1c(C(=O)NC2CCN(C(=O)CO)CC2)n(C)c2c1c(=O)n(Cc1ccccc1Cl)c1ccccc21. As a reaction SMILES: [C:1](=[O:2])([CH3:3])[O:4][CH2:5][C:6](=[O:7])[N:8]1[CH2:9][CH2:10][CH:11]([NH:14][C:15](=[O:16])[c:17]2[c:18]([O:40][CH3:41])[c:19]3[c:20](=[O:39])[n:21]([CH2:31][c:32]4[c:33]([Cl:38])[cH:34][cH:35][cH:36][cH:37]4)[c:22]4[cH:23][cH:24][cH:25][cH:26][c:27]4[c:28]3[n:29]2[CH3:30])[CH2:12][CH2:13]1.[C:42](=[O:43])([O-:44])[O-:45].[C:53](=[O:54])([O-:55])[OH:56].[CH2:48]1[O:49][CH2:50][CH2:51][CH2:52]1.[K+:46].[K+:47].[Na+:57]>>[OH:4][CH2:5][C:6](=[O:7])[N:8]1[CH2:9][CH2:10][CH:11]([NH:14][C:15](=[O:16])[c:17]2[c:18]([O:40][CH3:41])[c:19]3[c:20](=[O:39])[n:21]([CH2:31][c:32]4[c:33]([Cl:38])[cH:34][cH:35][cH:36][cH:37]4)[c:22]4[cH:23][cH:24][cH:25][cH:26][c:27]4[c:28]3[n:29]2[CH3:30])[CH2:12][CH2:13]1.